The task is: describe an organic reaction: reactants, conditions, products, and yield. This data is from the Open Reaction Database (ORD), a public repository of structured organic reaction records. Reactants: COCCNC1=CC=C(C=N1)C1=CC=2N(C(N(C(C2N1)=O)CCC)=O)CCC (6-(6-(2-methoxyethylamino)pyridin-3-yl)-1,3-dipropyl-1H-pyrrolo[3,2-d]pyrimidine-2,4(3H,5H)-dione), FC(C1=NC=C(C(=O)Cl)C=C1)(F)F (6-(Trifluoromethyl)nicotinoyl chloride). Solvent: N1=CC=CC=C1 (pyridine). As a reaction SMILES: [CH3:1][O:2][CH2:3][CH2:4][NH:5][C:6]1[N:11]=[CH:10][C:9]([C:12]2[NH:20][C:19]3[C:18](=[O:21])[N:17]([CH2:22][CH2:23][CH3:24])[C:16](=[O:25])[N:15]([CH2:26][CH2:27][CH3:28])[C:14]=3[CH:13]=2)=[CH:8][CH:7]=1.[F:29][C:30]([F:41])([F:40])[C:31]1[CH:39]=[CH:38][C:34]([C:35](Cl)=[O:36])=[CH:33][N:32]=1>N1C=CC=CC=1>[F:40][C:30]([F:29])([F:41])[C:31]1[N:32]=[CH:33][C:34]([C:35]([N:5]([C:6]2[CH:7]=[CH:8][C:9]([C:12]3[NH:20][C:19]4[C:18](=[O:21])[N:17]([CH2:22][CH2:23][CH3:24])[C:16](=[O:25])[N:15]([CH2:26][CH2:27][CH3:28])[C:14]=4[CH:13]=3)=[CH:10][N:11]=2)[CH2:4][CH2:3][O:2][CH3:1])=[O:36])=[CH:38][CH:39]=1. Procedure: 9a (40 mg) was dissolved in pyridine (5 mL) at room temperature. 6-(Trifluoromethyl)nicotinoyl chloride (218 mg) was added. The mixture was stirred at room temperature for 24 h. After quenching with ice, the crude product was purified by column (26 g silica gel, RT Scientific) (CH2Cl2:MeOH=100:0 to 98:2) to give the 10a (43 mg). The product is FC(C1=CC=C(C=N1)C(=O)N(CCOC)C1=NC=C(C=C1)C1=CC=2N(C(N(C(C2N1)=O)CCC)=O)CCC)(F)F (6-(Trifluoromethyl)-N-(5-(2,3,4,5-tetrahydro-2,4-dioxo-1,3-dipropyl-1H-pyrrolo[3,2-d]pyrimidin-6-yl)pyridin-2-yl)-N-(2-methoxyethyl)pyridin-3-carboxamide). The yield is 74.2%. Conditions: time 24 hour. Reactants: [N+](=O)([O-])C=1C=C(OC2=CC=C(C=C2)C2=CC=C(C=C2)OC2=CC(=CC=C2)[N+](=O)[O-])C=CC1 (4,4'-bis(3-nitrophenoxy)biphenyl), ferric chloride hexahydrate, O.NN (hydrazine hydrate). The solvent is COCCO (2-methoxyethanol). Reaction conditions: time 30 minute. The product is NC=1C=C(OC2=CC=C(C=C2)C2=CC=C(C=C2)OC2=CC(=CC=C2)N)C=CC1 (4,4'-bis(3-aminophenoxy)biphenyl). Yield: 85.0%. As a reaction SMILES: [N+:1]([C:4]1[CH:5]=[C:6]([CH:30]=[CH:31][CH:32]=1)[O:7][C:8]1[CH:13]=[CH:12][C:11]([C:14]2[CH:19]=[CH:18][C:17]([O:20][C:21]3[CH:26]=[CH:25][CH:24]=[C:23]([N+:27]([O-])=O)[CH:22]=3)=[CH:16][CH:15]=2)=[CH:10][CH:9]=1)([O-])=O.O.NN>COCCO>[NH2:27][C:23]1[CH:22]=[C:21]([CH:26]=[CH:25][CH:24]=1)[O:20][C:17]1[CH:16]=[CH:15][C:14]([C:11]2[CH:10]=[CH:9][C:8]([O:7][C:6]3[CH:30]=[CH:31][CH:32]=[C:4]([NH2:1])[CH:5]=3)=[CH:13][CH:12]=2)=[CH:19][CH:18]=1 |f:1.2|. Procedure: In the next step, a 1 1 glass reaction vessel was charged with 100 grams (0.23 mol) of crude 4,4'-bis(3-nitrophenoxy)biphenyl, 10 grams of active carbon, 1 grams of ferric chloride hexahydrate and 500 ml of 2-methoxyethanol. The mixture was stirred for 30 minutes under reflux and then added dropwise with 46 grams (0.92 mol) of hydrazine hydrate during 3 hours at 70°-80° C. The reaction was terminated by stirring for 5 hours at 70°-80° C. after ending the dropwise addition. The reaction mixture w...